The task is: describe an organic reaction: reactants, conditions, products, and yield. This data is from the Open Reaction Database (ORD), a public repository of structured organic reaction records. Reactants: C1CCNCC1, O=[N+]([O-])c1ccc(CCl)c(Cl)c1. Product: O=[N+]([O-])c1ccc(CN2CCCCC2)c(Cl)c1. Reaction SMILES: [CH2:1]1[CH2:2][CH2:3][NH:4][CH2:5][CH2:6]1.[Cl:7][c:8]1[c:9]([CH2:10][Cl:11])[cH:12][cH:13][c:14]([N+:16](=[O:17])[O-:18])[cH:15]1>>[CH2:1]1[CH2:2][CH2:3][N:4]([CH2:10][c:9]2[c:8]([Cl:7])[cH:15][c:14]([N+:16](=[O:17])[O-:18])[cH:13][cH:12]2)[CH2:5][CH2:6]1. Starting materials: BrC=1C=C2C=CN(C2=CC1)C(=O)OC(C)(C)C (tert-butyl 5-bromoindol-1-carboxylate), NC1=C(C(=O)OC(C)(C)C)C=CC(=C1)C1=CC=CC=C1 (tert-butyl 2-amino-4-phenylbenzoate), C1(CCCCC1)P(C1=C(C=CC=C1)C1=C(C=C(C=C1C(C)C)C(C)C)C(C)C)C1CCCCC1 (2-dicyclohexylphosphino-2′,4′,6′-triisopropylbiphenyl), C([O-])([O-])=O.[Cs+].[Cs+] (cesium carbonate). The reagents and catalysts are C=1C=CC(=CC1)/C=C/C(=O)/C=C/C2=CC=CC=C2.C=1C=CC(=CC1)/C=C/C(=O)/C=C/C2=CC=CC=C2.C=1C=CC(=CC1)/C=C/C(=O)/C=C/C2=CC=CC=C2.[Pd].[Pd] (tris(dibenzylideneacetone)dipalladium(0)), C(C)(=O)[O-].[Pd+2].C(C)(=O)[O-] (palladium acetate). Solvent: C1(=CC=CC=C1)C (toluene). The product is C(C)(C)(C)OC(=O)N1C=CC2=CC(=CC=C12)NC1=C(C(=O)OC(C)(C)C)C=CC(=C1)C1=CC=CC=C1 (tert-butyl 2-((1-(tert-butoxycarbonyl)-1H-indol-5-yl)amino)-4-phenylbenzoate). Reaction SMILES: [NH2:1][C:2]1[CH:14]=[C:13]([C:15]2[CH:20]=[CH:19][CH:18]=[CH:17][CH:16]=2)[CH:12]=[CH:11][C:3]=1[C:4]([O:6][C:7]([CH3:10])([CH3:9])[CH3:8])=[O:5].C1(P(C2CCCCC2)C2C=CC=CC=2C2C(C(C)C)=CC(C(C)C)=CC=2C(C)C)CCCCC1.C(=O)([O-])[O-].[Cs+].[Cs+].Br[C:62]1[CH:63]=[C:64]2[C:68](=[CH:69][CH:70]=1)[N:67]([C:71]([O:73][C:74]([CH3:77])([CH3:76])[CH3:75])=[O:72])[CH:66]=[CH:65]2>C1C=CC(/C=C/C(/C=C/C2C=CC=CC=2)=O)=CC=1.C1C=CC(/C=C/C(/C=C/C2C=CC=CC=2)=O)=CC=1.C1C=CC(/C=C/C(/C=C/C2C=CC=CC=2)=O)=CC=1.[Pd].[Pd].C([O-])(=O)C.[Pd+2].C([O-])(=O)C.C1(C)C=CC=CC=1>[C:74]([O:73][C:71]([N:67]1[C:68]2[C:64](=[CH:63][C:62]([NH:1][C:2]3[CH:14]=[C:13]([C:15]4[CH:16]=[CH:17][CH:18]=[CH:19][CH:20]=4)[CH:12]=[CH:11][C:3]=3[C:4]([O:6][C:7]([CH3:10])([CH3:9])[CH3:8])=[O:5])=[CH:70][CH:69]=2)[CH:65]=[CH:66]1)=[O:72])([CH3:77])([CH3:75])[CH3:76] |f:2.3.4,6.7.8.9.10,11.12.13|. Procedure details: To toluene 3.0 mL suspension of tert-butyl 2-amino-4-phenylbenzoate 0.20 g, 2-dicyclohexylphosphino-2′,4′,6′-triisopropylbiphenyl 17 mg, tris(dibenzylideneacetone)dipalladium(0) 7 mg, palladium acetate 2 mg and cesium carbonate 0.48 g was added tert-butyl 5-bromoindol-1-carboxylate 0.55 g, and it was heated and refluxed for 8 hours. After the reaction mixture was cooled to room temperature, insoluble matter was filtrated, and ethyl acetate and 10% citric acid aqueous solution were added to it. T...